From a dataset of the Open Reaction Database (ORD), a public repository of structured organic reaction records. describe an organic reaction: reactants, conditions, products, and yield Reactants: FC(OC1=CC=C(C=C1)C1=CC=C(C=C1)NCC=1C=C(OC1C)C(=O)O)F (4-(4′-Difluoromethoxy-biphenyl-4-ylaminomethyl)-5-methyl-furan-2-carboxylic acid), CC1=C(C=CC=C1)S(=O)(=O)N (2-methyl-benzenesulphonamide). The product is FC(OC1=CC=C(C=C1)C1=CC=C(C=C1)NCC=1C=C(OC1C)C(=O)NS(=O)(=O)C1=C(C=CC=C1)C)F (N-{4-[(4′-Difluoromethoxy-biphenyl-4-ylamino)-methyl]-5-methyl-furan-2-carbonyl}-2-methyl-benzenesulphonamide). RXN SMILES: [F:1][CH:2]([F:27])[O:3][C:4]1[CH:9]=[CH:8][C:7]([C:10]2[CH:15]=[CH:14][C:13]([NH:16][CH2:17][C:18]3[CH:19]=[C:20]([C:24]([OH:26])=O)[O:21][C:22]=3[CH3:23])=[CH:12][CH:11]=2)=[CH:6][CH:5]=1.[CH3:28][C:29]1[CH:34]=[CH:33][CH:32]=[CH:31][C:30]=1[S:35]([NH2:38])(=[O:37])=[O:36]>>[F:1][CH:2]([F:27])[O:3][C:4]1[CH:5]=[CH:6][C:7]([C:10]2[CH:11]=[CH:12][C:13]([NH:16][CH2:17][C:18]3[CH:19]=[C:20]([C:24]([NH:38][S:35]([C:30]4[CH:31]=[CH:32][CH:33]=[CH:34][C:29]=4[CH3:28])(=[O:36])=[O:37])=[O:26])[O:21][C:22]=3[CH3:23])=[CH:14][CH:15]=2)=[CH:8][CH:9]=1. Procedure: Compound (173) was prepared from compound (171) and 2-methyl-benzenesulphonamide by adapting the procedure of Example 38(f). LC/MS System D; Rt=10.63 mins, m/z (ES+)=527 (M+H for C27H24F2N2O5S). Reactants: CCCC(NC(=O)OC(C)(C)C)C(O)C(=O)O, ClCCCl, CCOC(C)=O, NC1CC1, Cl, [Na+], O=C([O-])O. Yields the product CCCC(NC(=O)OC(C)(C)C)C(O)C(=O)NC1CC1. As a reaction SMILES: [C:5]([CH3:6])([CH3:7])([CH3:8])[O:9][C:10](=[O:11])[NH:12][CH:13]([CH:14]([C:15](=[O:16])[OH:17])[OH:18])[CH2:19][CH2:20][CH3:21].[CH2:22]([Cl:23])[CH2:24][Cl:25].[CH3:32][CH2:33][O:34][C:35](=[O:36])[CH3:37].[CH:1]1([NH2:4])[CH2:2][CH2:3]1.[ClH:26].[Na+:31].[O-:27][C:28]([OH:29])=[O:30]>>[CH:1]1([NH:4][C:15]([CH:14]([CH:13]([NH:12][C:10]([O:9][C:5]([CH3:6])([CH3:7])[CH3:8])=[O:11])[CH2:19][CH2:20][CH3:21])[OH:18])=[O:16])[CH2:2][CH2:3]1. Reactants: [H-].[Na+] (Sodium hydride), C(C)(C)(C)OC(=O)N1CN(C(C1)C=1NC=C(N1)C1=CC=C(C=C1)C#CC1=CC=C(C=C1)C=1N=C(NC1)C1N(CCC1)C(C(C(C)C)NC(=O)OC)=O)C(C(C(C)C)NC(=O)OC)=O (3′-(2-methoxycarbonylamino-3-methyl-butyryl)-4-[4-(4-{2-[1-(2-methoxycarbonylamino-3-methyl-butyryl)-pyrrolidin-2-yl]-1H-imidazol-4-yl}-phenylethynyl)-phenyl]-2′,3′,4′,5′-tetrahydro-1H-[2,4′]biimidazolyl-1′-carboxylic acid tert-butyl ester), C[Si](CCOCCl)(C)C (2-(trimethylsilyl)ethoxymethyl chloride). The solvent is CN(C=O)C (dimethylformamide). Product: C(C)(C)(C)OC(=O)N1CN(C(C1)C=1N(C=C(N1)C1=CC=C(C=C1)C#CC1=CC=C(C=C1)C=1N=C(N(C1)COCC[Si](C)(C)C)C1N(CCC1)C(C(C(C)C)NC(=O)OC)=O)COCC[Si](C)(C)C)C(C(C(C)C)NC(=O)OC)=O (3′-(2-methoxycarbonylamino-3-methyl-butyryl)-4-[4-(4-{2-[1-(2-methoxycarbonylamino-3-methyl-butyryl)-pyrrolidin-2-yl]-1-(2-trimethylsilanyl-ethoxymethyl)-1H-imidazol-4-yl}-phenylethynyl)-phenyl]-1-(2-trimethylsilanyl-ethoxymethyl)-2′,3′,4′,5′-tetrahydro-1H-[2,4]biimidazolyl-1′-carboxylic acid tert-butyl ester). The yield is 156.5%. RXN SMILES: [H-].[Na+].[C:3]([O:7][C:8]([N:10]1[CH2:14][CH:13]([C:15]2[NH:16][CH:17]=[C:18]([C:20]3[CH:25]=[CH:24][C:23]([C:26]#[C:27][C:28]4[CH:33]=[CH:32][C:31]([C:34]5[N:35]=[C:36]([CH:39]6[CH2:43][CH2:42][CH2:41][N:40]6[C:44](=[O:54])[CH:45]([NH:49][C:50]([O:52][CH3:53])=[O:51])[CH:46]([CH3:48])[CH3:47])[NH:37][CH:38]=5)=[CH:30][CH:29]=4)=[CH:22][CH:21]=3)[N:19]=2)[N:12]([C:55](=[O:65])[CH:56]([NH:60][C:61]([O:63][CH3:64])=[O:62])[CH:57]([CH3:59])[CH3:58])[CH2:11]1)=[O:9])([CH3:6])([CH3:5])[CH3:4].[CH3:66][Si:67]([CH3:74])([CH3:73])[CH2:68][CH2:69][O:70][CH2:71]Cl>CN(C)C=O>[C:3]([O:7][C:8]([N:10]1[CH2:14][CH:13]([C:15]2[N:16]([CH2:71][O:70][CH2:69][CH2:68][Si:67]([CH3:74])([CH3:73])[CH3:66])[CH:17]=[C:18]([C:20]3[CH:25]=[CH:24][C:23]([C:26]#[C:27][C:28]4[CH:33]=[CH:32][C:31]([C:34]5[N:35]=[C:36]([CH:39]6[CH2:43][CH2:42][CH2:41][N:40]6[C:44](=[O:54])[CH:45]([NH:49][C:50]([O:52][CH3:53])=[O:51])[CH:46]([CH3:48])[CH3:47])[N:37]([CH2:71][O:70][CH2:69][CH2:68][Si:67]([CH3:74])([CH3:73])[CH3:66])[CH:38]=5)=[CH:30][CH:29]=4)=[CH:22][CH:21]=3)[N:19]=2)[N:12]([C:55](=[O:65])[CH:56]([NH:60][C:61]([O:63][CH3:64])=[O:62])[CH:57]([CH3:58])[CH3:59])[CH2:11]1)=[O:9])([CH3:6])([CH3:4])[CH3:5] |f:0.1|. Reported procedure: Sodium hydride (60% in mineral oil, 27 mg, 0.55 mmol) was added to a solution of 3′-(2-methoxycarbonylamino-3-methyl-butyryl)-4-[4-(4-{2-[1-(2-methoxycarbonylamino-3-methyl-butyryl)-pyrrolidin-2-yl]-1H-imidazol-4-yl}-phenylethynyl)-phenyl]-2′,3′,4′,5′-tetrahydro-1H-[2,4′]biimidazolyl-1′-carboxylic acid tert-butyl ester (248 mg, 0.23 mmol) in dimethylformamide (8 mL) under an atmosphere of nitrogen at 0° C. After 15 minutes 2-(trimethylsilyl)ethoxymethyl chloride (107.5 μL, 0.48 mmol) was added a... The reactants are C(C1=CC=CC=C1)S(=O)(=O)C=1C=C(C(=O)OCC2=CC=CC=C2)C=C(C1)C(F)(F)F (benzyl 3-benzylsulfonyl-5-trifluoromethylbenzoate), S(O)(O)(=O)=O (sulfuric acid), [OH-].[Na+] (sodium hydroxide). Product: C(C1=CC=CC=C1)S(=O)(=O)C=1C=C(C(=O)O)C=C(C1)C(F)(F)F (3-benzylsulfonyl-5-trifluoromethylbenzoic acid). As a reaction SMILES: [CH2:1]([S:8]([C:11]1[CH:12]=[C:13]([CH:24]=[C:25]([C:27]([F:30])([F:29])[F:28])[CH:26]=1)[C:14]([O:16]CC1C=CC=CC=1)=[O:15])(=[O:10])=[O:9])[C:2]1[CH:7]=[CH:6][CH:5]=[CH:4][CH:3]=1.S(=O)(=O)(O)O.[OH-].[Na+]>>[CH2:1]([S:8]([C:11]1[CH:12]=[C:13]([CH:24]=[C:25]([C:27]([F:30])([F:28])[F:29])[CH:26]=1)[C:14]([OH:16])=[O:15])(=[O:10])=[O:9])[C:2]1[CH:3]=[CH:4][CH:5]=[CH:6][CH:7]=1 |f:2.3|. Procedure: 0.10 moles of benzyl 3-benzylsulfonyl-5-trifluoromethylbenzoate is refluxed in a 10 percent sulfuric acid solution for 1 hour. The reaction mixture is cooled, made alkaline with sodium hydroxide and extracted with ether. The aqueous phase is acidified and extracted with ether. The ether extracts are dried over sodium sulfate and evaporated to give 3-benzylsulfonyl-5-trifluoromethylbenzoic acid, m.p. 184°-185.5°C.